Dataset: the Open Reaction Database (ORD), a public repository of structured organic reaction records. Task: describe an organic reaction: reactants, conditions, products, and yield Starting materials: C=C(C)CC1(C(C)C)CCN(C(C)c2ccc(Br)cc2)C(=O)O1, ClCCl, O=C(OO)c1cccc(Cl)c1. Yields the product CC(c1ccc(Br)cc1)N1CCC(CC2(C)CO2)(C(C)C)OC1=O. RXN SMILES: [Br:1][c:2]1[cH:3][cH:4][c:5]([CH:8]([CH3:9])[N:10]2[C:11](=[O:23])[O:12][C:13]([CH2:16][C:17](=[CH2:18])[CH3:19])([CH:20]([CH3:21])[CH3:22])[CH2:14][CH2:15]2)[cH:6][cH:7]1.[Cl:35][CH2:36][Cl:37].[OH:24][O:25][C:26]([c:27]1[cH:28][c:29]([Cl:30])[cH:31][cH:32][cH:33]1)=[O:34]>>[Br:1][c:2]1[cH:3][cH:4][c:5]([CH:8]([CH3:9])[N:10]2[C:11](=[O:23])[O:12][C:13]([CH2:16][C:17]3([CH3:19])[CH2:18][O:24]3)([CH:20]([CH3:21])[CH3:22])[CH2:14][CH2:15]2)[cH:6][cH:7]1. Reactants: IC1=C(C(=O)O)C=CC=C1 (o-iodobenzoic acid), Cuprous chloride, C1=C(C=CC2=CC=CC=C12)O (β-naphthol), C([O-])([O-])=O.[K+].[K+] (potassium carbonate). Solvent: N1=CC=CC=C1 (pyridine). Product: C1=C(C=CC2=CC=CC=C12)OC1=C(C(=O)O)C=CC=C1 (2-(2-naphthyloxy) benzoic acid). As a reaction SMILES: I[C:2]1[CH:10]=[CH:9][CH:8]=[CH:7][C:3]=1[C:4]([OH:6])=[O:5].[CH:11]1[C:20]2[C:15](=[CH:16][CH:17]=[CH:18][CH:19]=2)[CH:14]=[CH:13][C:12]=1[OH:21].C(=O)([O-])[O-].[K+].[K+]>N1C=CC=CC=1>[CH:11]1[C:20]2[C:15](=[CH:16][CH:17]=[CH:18][CH:19]=2)[CH:14]=[CH:13][C:12]=1[O:21][C:2]1[CH:10]=[CH:9][CH:8]=[CH:7][C:3]=1[C:4]([OH:6])=[O:5] |f:2.3.4|. Procedure: A well stirred mixture of 37.2 g. (0.15 mole) of o-iodobenzoic acid, 21.6 g. (0.15 mole) of β-naphthol and 20.6 g. (0.15 mole) of potassium carbonate in 300 ml. of pyridine is heated at 50° C. for 1 hour. Cuprous chloride (5 g.) is added and the mixture is refluxed for about 18 hours. The mixture is poured in 1200 ml. of water and filtered. The filtrate is acidified and extracted with methylene chloride. The extracts are dried, evaporated and the residue crystallized from carbon tetrachloride to... The reactants are [OH-].[K+] (potassium hydroxide), CS(=O)C (dimethyl sulfoxide), CC=1C=CC=C(C1C(=O)O)N (6-Methylanthranilic acid), IC (iodomethane). Solvent: CCOCC (ether). Run at time 5 minute. Product: CC=1C=CC=C(C1C(=O)OC)N (methyl 6-methylanthranilate). Isolated yield 38.8%. RXN SMILES: [OH-].[K+].CS(C)=O.[CH3:7][C:8]1[CH:9]=[CH:10][CH:11]=[C:12]([NH2:17])[C:13]=1[C:14]([OH:16])=[O:15].I[CH3:19]>CCOCC>[CH3:7][C:8]1[CH:9]=[CH:10][CH:11]=[C:12]([NH2:17])[C:13]=1[C:14]([O:16][CH3:19])=[O:15] |f:0.1|. Procedure details: Powdered potassium hydroxide (7.4 g, 0.132 mol) was admixed with dimethyl sulfoxide (DMSO) (100 ml), and the mixture was stirred for 5 minutes. 6-Methylanthranilic acid (10.0 g, 0.066 mol) was then added to the mixture and iodomethane (4.52 ml, 0.073 mol) added dropwise. The reaction mixture was stirred for 30 minutes at room temperature, then diluted with 250 ml of ether, washed with water (3×100 ml), dried over magnesium sulfate and concentrated. The crude product was filtered through a pad of... The reactants are BrCCCCCCC=C (8-bromo-1-octene), [H-].[Na+] (Sodium hydride), O1CCCC1 (tetrahydrofuran), C(CC(=O)OCC)(=O)OCC (diethyl malonate). The solvent is O (Water). Reaction conditions: temperature 0 celsius, time 1 hour. Yields the product C(CCCCCC=C)C(C(=O)OCC)C(=O)OCC (diethyl 2-(7-octenyl)malonate). Isolated yield 56.6%. As a reaction SMILES: [H-].[Na+].O1CCCC1.[C:8]([O:16][CH2:17][CH3:18])(=[O:15])[CH2:9][C:10]([O:12][CH2:13][CH3:14])=[O:11].Br[CH2:20][CH2:21][CH2:22][CH2:23][CH2:24][CH2:25][CH:26]=[CH2:27]>O>[CH2:27]([CH:9]([C:10]([O:12][CH2:13][CH3:14])=[O:11])[C:8]([O:16][CH2:17][CH3:18])=[O:15])[CH2:26][CH2:25][CH2:24][CH2:23][CH2:22][CH:21]=[CH2:20] |f:0.1|. Procedure details: Sodium hydride (60%, 6.3 g, 156.96 mmol) was added to anhydrous tetrahydrofuran (200 ml) under argon atmosphere and cooled to 0° C. To this mixture, diethyl malonate (23.8 ml, 156.95 mmol) was slowly added dropwise, followed by stirring for 1 hour at room temperature. After cooling to 0° C., 8-bromo-1-octene (20 g, 104.64 mmol) was slowly added to the reaction mixture, followed by stirring for 12 hours at room temperature. Water was added to the reaction mixture, which was then extracted with et... The reactants are OCCc1cc(CBr)ccc1F, O=C([O-])[O-], CCO, CC(C)c1nc(C(=O)N2CCOC3(CCNCC3)C2)cs1, O=C(O)C(F)(F)F, [K+], [K+]. The product is CC(C)c1nc(C(=O)N2CCOC3(CCN(Cc4ccc(F)c(CCO)c4)CC3)C2)cs1. Reaction SMILES: [Br:1][CH2:2][c:3]1[cH:4][cH:5][c:6]([F:12])[c:7]([CH2:9][CH2:10][OH:11])[cH:8]1.[C:41](=[O:42])([O-:43])[O-:44].[CH3:47][CH2:48][OH:49].[CH:20]([CH3:21])([CH3:22])[c:23]1[s:24][cH:25][c:26]([C:28](=[O:29])[N:30]2[CH2:31][CH2:32][O:33][C:34]3([CH2:35]2)[CH2:36][CH2:37][NH:38][CH2:39][CH2:40]3)[n:27]1.[F:13][C:14]([F:15])([F:16])[C:17]([OH:18])=[O:19].[K+:45].[K+:46]>>[CH2:2]([c:3]1[cH:4][cH:5][c:6]([F:12])[c:7]([CH2:9][CH2:10][OH:11])[cH:8]1)[N:38]1[CH2:37][CH2:36][C:34]2([O:33][CH2:32][CH2:31][N:30]([C:28]([c:26]3[cH:25][s:24][c:23]([CH:20]([CH3:21])[CH3:22])[n:27]3)=[O:29])[CH2:35]2)[CH2:40][CH2:39]1. The reactants are [BH4-], CO, ClCCl, CC(C)c1nc2c(n1Cc1ccc(I)cc1)C(=O)CCC2, [Na+]. Yields the product CC(C)c1nc2c(n1Cc1ccc(I)cc1)C(O)CCC2. As a reaction SMILES: [BH4-:25].[CH3:27][OH:28].[Cl:22][CH2:23][Cl:24].[I:1][c:2]1[cH:3][cH:4][c:5]([CH2:8][n:9]2[c:10]([CH:19]([CH3:20])[CH3:21])[n:11][c:12]3[c:13]2[C:14](=[O:18])[CH2:15][CH2:16][CH2:17]3)[cH:6][cH:7]1.[Na+:26]>>[I:1][c:2]1[cH:3][cH:4][c:5]([CH2:8][n:9]2[c:10]([CH:19]([CH3:20])[CH3:21])[n:11][c:12]3[c:13]2[CH:14]([OH:18])[CH2:15][CH2:16][CH2:17]3)[cH:6][cH:7]1. Starting materials: Cl.O(C)N (Methoxylamine hydrochloride), [OH-].[Na+] (sodium hydroxide), C(CC)C=1N(C2=C(C=NC=3C=CC=NC23)N1)CCCC=O (4-(2-propyl-1H-imidazo[4,5-c][1,5]naphthyridin-1-yl)butyraldehyde). Run in CO (methanol). Reaction conditions: time 8 hour. Yields the product CON=CCCCN1C(=NC=2C=NC=3C=CC=NC3C21)CCC (4-(2-propyl-1H-imidazo[4,5-c][1,5]naphthyridin-1-yl)butyraldehyde O-methyloxime). Isolated yield 102.0%. As a reaction SMILES: Cl.[O:2]([NH2:4])[CH3:3].[OH-].[Na+].[CH2:7]([C:10]1[N:11]([CH2:23][CH2:24][CH2:25][CH:26]=O)[C:12]2[C:21]3[N:20]=[CH:19][CH:18]=[CH:17][C:16]=3[N:15]=[CH:14][C:13]=2[N:22]=1)[CH2:8][CH3:9]>CO>[CH3:3][O:2][N:4]=[CH:26][CH2:25][CH2:24][CH2:23][N:11]1[C:12]2[C:21]3[N:20]=[CH:19][CH:18]=[CH:17][C:16]=3[N:15]=[CH:14][C:13]=2[N:22]=[C:10]1[CH2:7][CH2:8][CH3:9] |f:0.1,2.3|. Procedure details: Methoxylamine hydrochloride (3.39 g, 40.6 mmol, 2 eq) and 6M sodium hydroxide solution (7.5 mL, 44.7 mmol. 2.2 eq) were added sequentially to a solution of 4-(2-propyl-1H-imidazo[4,5-c][1,5]naphthyridin-1-yl)butyraldehyde (5.73 g, 20.3 mmol, 1 eq) in methanol (80 mL) and stirred overnight. The mixture was concentrated under reduced pressure and the residue was dissolved in dichloromethane (100 mL) and water (60 mL). The pH of the mixture was adjusted to 7 and the layers were separated. The aqueo... Starting materials: ClC=1C(=C(C=CC1)C1NCC(C1(C#N)C1=C(C=C(C=C1)Cl)F)CC(C)(C)C)F (rac-(2S,3S,4S)-2-(3-chloro-2-fluoro-phenyl)-3-(4-chloro-2-fluoro-phenyl)-4-(2,2-dimethyl-propyl)-pyrrolidine-3-carbonitrile), ClC1=CC=C(C=N1)S(=O)(=O)Cl (6-chloropyridine-3-sulfonyl chloride). Yields the product ClC=1C(=C(C=CC1)C1N(CC(C1(C#N)C1=C(C=C(C=C1)Cl)F)CC(C)(C)C)S(=O)(=O)C=1C=NC(=CC1)Cl)F (rac-(2S,3S,4S)-2-(3-chloro-2-fluoro-phenyl)-3-(4-chloro-2-fluoro-phenyl)-1-(6-chloro-pyridine-3-sulfonyl)-4-(2,2-dimethyl-propyl)-pyrrolidine-3-carbonitrile). Yield: 998.4%. Reaction SMILES: [Cl:1][C:2]1[C:3]([F:28])=[C:4]([CH:8]2[C:12]([C:15]3[CH:20]=[CH:19][C:18]([Cl:21])=[CH:17][C:16]=3[F:22])([C:13]#[N:14])[CH:11]([CH2:23][C:24]([CH3:27])([CH3:26])[CH3:25])[CH2:10][NH:9]2)[CH:5]=[CH:6][CH:7]=1.[Cl:29][C:30]1[N:35]=[CH:34][C:33]([S:36](Cl)(=[O:38])=[O:37])=[CH:32][CH:31]=1>>[Cl:1][C:2]1[C:3]([F:28])=[C:4]([CH:8]2[C:12]([C:15]3[CH:20]=[CH:19][C:18]([Cl:21])=[CH:17][C:16]=3[F:22])([C:13]#[N:14])[CH:11]([CH2:23][C:24]([CH3:25])([CH3:27])[CH3:26])[CH2:10][N:9]2[S:36]([C:33]2[CH:34]=[N:35][C:30]([Cl:29])=[CH:31][CH:32]=2)(=[O:38])=[O:37])[CH:5]=[CH:6][CH:7]=1. Procedure details: In a manner similar to the method described in Example 83, a mixture of rac-(2S,3S,4S)-2-(3-chloro-2-fluoro-phenyl)-3-(4-chloro-2-fluoro-phenyl)-4-(2,2-dimethyl-propyl)-pyrrolidine-3-carbonitrile (82 mg, 0.0195 mmol) was reacted with 6-chloropyridine-3-sulfonyl chloride (66 mg, 0.311 mmol, Enamine) to give rac-(2S,3S,4S)-2-(3-chloro-2-fluoro-phenyl)-3-(4-chloro-2-fluoro-phenyl)-1-(6-chloro-pyridine-3-sulfonyl)-4-(2,2-dimethyl-propyl)-pyrrolidine-3-carbonitrile (116.6 mg, 97%) as a light yellow s...